This data is from the Open Reaction Database (ORD), a public repository of structured organic reaction records. The task is: describe an organic reaction: reactants, conditions, products, and yield Reactants: C1(C=CCCC1)=O (2-cyclohexen-1-one), C(C)O (ethanol), CCC(C(=O)OC)C(=O)OCC (diethyl methyl malonate), [Na] (sodium), [Na] (sodium), C(C)O (ethanol). Solvent: C(C)(=O)O (acetic acid). Reaction conditions: time 1 hour. Product: C(C)OC(C(C(=O)OCC)(C1CC(CCC1)=O)C)=O (α-methyl-3-oxocyclohexane malonic acid diethyl ester). Reaction SMILES: [CH2:1]([OH:3])[CH3:2].[Na].C[CH2:6][CH:7]([C:12]([O:14][CH2:15][CH3:16])=[O:13])[C:8](OC)=[O:9].[C:17]1(=[O:23])[CH2:22][CH2:21][CH2:20][CH:19]=[CH:18]1>C(O)(=O)C>[CH2:1]([O:3][C:8](=[O:9])[C:7]([CH3:6])([CH:19]1[CH2:20][CH2:21][CH2:22][C:17](=[O:23])[CH2:18]1)[C:12]([O:14][CH2:15][CH3:16])=[O:13])[CH3:2] |^1:3|. Reported procedure: Into a 2 l. 3-neck flask equipped with stirrer, condenser, thermometer, dropping funnel, and under a nitrogen atmosphere is placed 325 ml. of ethanol, and 2.5 g. of freshly cut sodium is added. When solution of the sodium is effected, 200 g. of diethyl methyl malonate is added in 5 minutes, and the mixture is stirred at room temperature for 1 hour. At the end of this period a solution of 100 g. of 2-cyclohexen-1-one in 130 ml. of ethanol is added through the dropping funnel over a period of 1 ho... Reactants: Cl (hydrochloric acid), P(OC)(OC)[O-] (dimethyl phosphite), CC(=CC=O)C (3-methyl-2-butenal). Conditions: time 30 minute. Yields the product O[C@H](C=C(C)C)P(OC)(OC)=O (dimethyl (S)-1-hydroxy-3-methyl-2-butenylphosphonate), final product. Isolated yield 72.0%. RXN SMILES: [P:1]([O-:6])([O:4][CH3:5])[O:2][CH3:3].[CH3:7][C:8]([CH3:12])=[CH:9][CH:10]=[O:11].Cl>>[OH:11][C@@H:10]([P:1](=[O:6])([O:4][CH3:5])[O:2][CH3:3])[CH:9]=[C:8]([CH3:12])[CH3:7]. Procedure: The solution of ALB in tetrahydrofuran (0.1M, 0.40 ml) obtained in Example 1 was concentrated at room temperature for 1 hour under reduced pressure, then 0.4 ml of toluene was added thereto under an argon atmosphere. To this solution was added dimethyl phosphite (37 μl, 0.40 mmol) at room temperature. After stirring at room temperature for 30 minutes, the reaction vessel was cooled to -40° C., and it was maintained at this temperature for 15 minutes. Then 3-methyl-2-butenal (0.40 mmol) was added...